The task is: describe an organic reaction: reactants, conditions, products, and yield. This data is from the Open Reaction Database (ORD), a public repository of structured organic reaction records. Starting materials: C(C)(=O)O (acetic acid), C[O-].[Na+] (sodium methoxide), ClC=1C=C(C=C(C1)Cl)CC#N (3,5-dichlorophenylacetonitrile), COC(OC)=O (dimethylcarbonate). The solvent is C1(=CC=CC=C1)C (toluene), C1(=CC=CC=C1)C (toluene), O (Water), CO (Methanol). Conditions: time 20 minute. The product is CC1=C(C=C(C=C1Cl)Cl)C(C(=O)O)C#N (methyl 3,5-dichloro-α-cyano-benzeneacetic acid). Isolated yield 76.2%. Reaction SMILES: C[O-].[Na+].C[O:5][C:6](=[O:9])OC.[Cl:10][C:11]1[CH:12]=[C:13]([CH2:18][C:19]#[N:20])[CH:14]=[C:15]([Cl:17])[CH:16]=1.[C:21](O)(=O)C>C1(C)C=CC=CC=1.O.CO>[CH3:21][C:12]1[C:11]([Cl:10])=[CH:16][C:15]([Cl:17])=[CH:14][C:13]=1[CH:18]([C:19]#[N:20])[C:6]([OH:5])=[O:9] |f:0.1|. Procedure details: A mixture of sodium methoxide (25% in methanol, 225.9 g, 1.045 mol) and toluene (996 mL) was boiled to remove the methanol/toluene azeotrope. Toluene was added as necessary in portions during the course of the distillation. When the head temperature reached 110° C. the distillation was continued for 20 min. The mixture was allowed to cool to room temperature and toluene was added so that the volume was the same as it was prior to distillation. Methanol (74 mL) and dimethylcarbonate (118.4 g, 1.3...